From a dataset of the Open Reaction Database (ORD), a public repository of structured organic reaction records. describe an organic reaction: reactants, conditions, products, and yield Reactants: N[C@@H]1[C@H](CCC1)NC(OC(C)(C)C)=O (tert-butyl N-[(1S,2S)-2-aminocyclopentyl]carbamate), FC1=NC=C(C=C1F)C(F)(F)F (2,3-difluoro-5-(trifluoromethyl)pyridine), CCN(C(C)C)C(C)C (DIPEA). Run in CS(=O)C (DMSO). Yields the product FC=1C(=NC=C(C1)C(F)(F)F)N[C@@H]1[C@H](CCC1)NC(OC(C)(C)C)=O (tert-Butyl N-[(1S,2S)-2-{[3-fluoro-5-(trifluoromethyl)pyridin-2-yl]amino}cyclopentyl]carbamate). RXN SMILES: [NH2:1][C@H:2]1[CH2:6][CH2:5][CH2:4][C@@H:3]1[NH:7][C:8](=[O:14])[O:9][C:10]([CH3:13])([CH3:12])[CH3:11].F[C:16]1[C:21]([F:22])=[CH:20][C:19]([C:23]([F:26])([F:25])[F:24])=[CH:18][N:17]=1.CCN(C(C)C)C(C)C>CS(C)=O>[F:22][C:21]1[C:16]([NH:1][C@H:2]2[CH2:6][CH2:5][CH2:4][C@@H:3]2[NH:7][C:8](=[O:14])[O:9][C:10]([CH3:11])([CH3:13])[CH3:12])=[N:17][CH:18]=[C:19]([C:23]([F:25])([F:24])[F:26])[CH:20]=1. Procedure: A solution of tert-butyl N-[(1S,2S)-2-aminocyclopentyl]carbamate (CAS number 586961-34-4; 2 g, 9.99 mmol), 2,3-difluoro-5-(trifluoromethyl)pyridine (CAS number 89402-42-6; 2.011 g, 10.98 mmol) and DIPEA (1.744 ml, 9.99 mmol) in DMSO (35 ml) was heated at 140° C. for 5 hours. The reaction was partitioned between ethyl acetate and water. The phases were separated and the aqueous layer was re-extracted with ethyl acetate (2×50 ml). The combined organics were washed with brine (50 ml), filtered thro... The reactants are C(C)OC(CC(C(C)=O)C(C)=O)=O (3,3-diacetyl-propionic acid-ethyl ester), Cl.COC1=CC=C(C=C1)NN (p-methoxy phenyl-hydrazinehydrochloride), C(C)(=O)[O-].[Na+] (sodium acetate). Run in C(C)O (ethanol). The product is C(C)OC(CC=1C(=NN(C1C)C1=CC=C(C=C1)OC)C)=O (3,5-dimethyl-1-(p-methoxy phenyl)-pyrazol-4-acetic acid-ethyl ester). Yield: 64.0%. Reaction SMILES: [CH2:1]([O:3][C:4](=[O:13])[CH2:5][CH:6]([C:10](=O)[CH3:11])[C:7](=O)[CH3:8])[CH3:2].Cl.[CH3:15][O:16][C:17]1[CH:22]=[CH:21][C:20]([NH:23][NH2:24])=[CH:19][CH:18]=1.C([O-])(=O)C.[Na+]>C(O)C>[CH2:1]([O:3][C:4](=[O:13])[CH2:5][C:6]1[C:10]([CH3:11])=[N:24][N:23]([C:20]2[CH:21]=[CH:22][C:17]([O:16][CH3:15])=[CH:18][CH:19]=2)[C:7]=1[CH3:8])[CH3:2] |f:1.2,3.4|. Reported procedure: 9.3 grams 3,3-diacetyl-propionic acid-ethyl ester, 8.7 grams p-methoxy phenyl-hydrazinehydrochloride, 4.9 grams anhydrous sodium acetate and 90 milliliters ethanol were mixed and the mixture heated to boiling temperature under reflux for 2.5 hours. The reaction mixture was thereafter evaporated and ether added to the residue. The ether phase was extracted with water and the ether evaporated. The crystalline residue was recrystallized twice from a mixture of ethanol and water. 9.2 grams 3,5-dimet... Starting materials: CC1=C(N=C(O1)C1=CC=CC=C1)COC1=CC=C(COC=2C=C(C=NC2)CC#N)C=C1 (2-[5-[4-[(5-methyl-2-phenyl-4-oxazolyl)methoxy]benzyloxy]-3-pyridyl]acetonitrile), O1CCCC1 (tetrahydrofuran), [OH-].[Na+] (sodium hydroxide), Cl (Hydrochloric acid), O (water). Solvent: C(C)O (ethanol). Yields the product CC1=C(N=C(O1)C1=CC=CC=C1)COC1=CC=C(COC=2C=C(C=NC2)CC(=O)O)C=C1 (2-[5-[4-[(5-methyl-2-phenyl-4-oxazolyl)methoxy]benzyloxy]-3-pyridyl]acetic acid). The yield is 97.0%. Reaction SMILES: [CH3:1][C:2]1[O:6][C:5]([C:7]2[CH:12]=[CH:11][CH:10]=[CH:9][CH:8]=2)=[N:4][C:3]=1[CH2:13][O:14][C:15]1[CH:31]=[CH:30][C:18]([CH2:19][O:20][C:21]2[CH:22]=[C:23]([CH2:27][C:28]#N)[CH:24]=[N:25][CH:26]=2)=[CH:17][CH:16]=1.O1CCCC1.[OH-:37].[Na+].Cl.[OH2:40]>C(O)C>[CH3:1][C:2]1[O:6][C:5]([C:7]2[CH:8]=[CH:9][CH:10]=[CH:11][CH:12]=2)=[N:4][C:3]=1[CH2:13][O:14][C:15]1[CH:31]=[CH:30][C:18]([CH2:19][O:20][C:21]2[CH:22]=[C:23]([CH2:27][C:28]([OH:40])=[O:37])[CH:24]=[N:25][CH:26]=2)=[CH:17][CH:16]=1 |f:2.3|. Procedure details: To a mixture of 2-[5-[4-[(5-methyl-2-phenyl-4-oxazolyl)methoxy]benzyloxy]-3-pyridyl]acetonitrile (0.66 g), tetrahydrofuran (1 mL) and ethanol (5 mL) was added a 2N aqueous sodium hydroxide solution (5 mL) and the mixture was stirred with heating under reflux for 8 hrs. 1N Hydrochloric acid (10 mL) and water were added to the reaction mixture, and the precipitated solid was collected by filtration and dried with air to give crystals (0.67 g, 97%) of 2-[5-[4-[(5-methyl-2-phenyl-4-oxazolyl)methoxy]...